Task: describe an organic reaction: reactants, conditions, products, and yield. Dataset: the Open Reaction Database (ORD), a public repository of structured organic reaction records The reactants are C(=NC1CCCCC1)=NC1CCCCC1, CCN(C(C)C)C(C)C, ClCCl, Cl, Cl, O=C1OC(COc2ccon2)CN1c1ccc(N2CCNCC2)c(F)c1, On1nnc2ccccc21, O=C(O)CCc1cn(C(c2ccccc2)(c2ccccc2)c2ccccc2)cn1. The product is O=C(CCc1cn(C(c2ccccc2)(c2ccccc2)c2ccccc2)cn1)N1CCN(c2ccc(N3CC(COc4ccon4)OC3=O)cc2F)CC1. As a reaction SMILES: [CH:30]1([N:31]=[C:32]=[N:33][CH:34]2[CH2:35][CH2:36][CH2:37][CH2:38][CH2:39]2)[CH2:40][CH2:41][CH2:42][CH2:43][CH2:44]1.[CH:83]([N:84]([CH2:85][CH3:86])[CH:87]([CH3:88])[CH3:89])([CH3:90])[CH3:91].[Cl:92][CH2:93][Cl:94].[ClH:55].[ClH:56].[N:57]1([c:63]2[c:64]([F:82])[cH:65][c:66]([N:69]3[C:70](=[O:81])[O:71][CH:72]([CH2:74][O:75][c:76]4[n:77][o:78][cH:79][cH:80]4)[CH2:73]3)[cH:67][cH:68]2)[CH2:58][CH2:59][NH:60][CH2:61][CH2:62]1.[OH:45][n:46]1[c:47]2[cH:48][cH:49][cH:50][cH:51][c:52]2[n:53][n:54]1.[c:1]1([C:7]([n:8]2[cH:9][n:10][c:11]([CH2:13][CH2:14][C:15](=[O:16])[OH:17])[cH:12]2)([c:18]2[cH:19][cH:20][cH:21][cH:22][cH:23]2)[c:24]2[cH:25][cH:26][cH:27][cH:28][cH:29]2)[cH:2][cH:3][cH:4][cH:5][cH:6]1>>[c:1]1([C:7]([n:8]2[cH:9][n:10][c:11]([CH2:13][CH2:14][C:15](=[O:16])[N:60]3[CH2:59][CH2:58][N:57]([c:63]4[c:64]([F:82])[cH:65][c:66]([N:69]5[C:70](=[O:81])[O:71][CH:72]([CH2:74][O:75][c:76]6[n:77][o:78][cH:79][cH:80]6)[CH2:73]5)[cH:67][cH:68]4)[CH2:62][CH2:61]3)[cH:12]2)([c:18]2[cH:19][cH:20][cH:21][cH:22][cH:23]2)[c:24]2[cH:25][cH:26][cH:27][cH:28][cH:29]2)[cH:2][cH:3][cH:4][cH:5][cH:6]1. Starting materials: C(C(=O)Cl)(=O)Cl (Oxalyl Chloride), C(CCC)C1=C(OC2=C1C=CC=C2)C(=O)O (3-butyl-benzofuran-2-carboxylic acid), CN(C)C=O (DMF). Run in C(Cl)Cl (methylene chloride). Run at time 2 hour. Product: C(CCC)C1=C(OC2=C1C=CC=C2)C(=O)Cl (3-butyl-benzofuran-2-carbonyl chloride). RXN SMILES: [C:1]([Cl:6])(=[O:5])[C:2](Cl)=[O:3].[CH2:7]([C:11]1[C:15]2[CH:16]=[CH:17][CH:18]=[CH:19][C:14]=2OC=1C(O)=O)[CH2:8][CH2:9][CH3:10].CN(C=O)C>C(Cl)Cl>[CH2:7]([C:11]1[C:15]2[CH:16]=[CH:17][CH:18]=[CH:19][C:14]=2[O:3][C:2]=1[C:1]([Cl:6])=[O:5])[CH2:8][CH2:9][CH3:10]. Procedure details: Oxalyl Chloride (3.86 mL, 44.2 mmol) was added under nitrogen at room temperature to a solution of 3-butyl-benzofuran-2-carboxylic acid (1.93 g, 8.84 mmol) in 60 mL of methylene chloride. After the addition a catalytic amount of DMF (10 μL) was added and the reaction was stirred at room temperature for 2 h. The solvent was removed under reduced pressure. To remove the excess oxalyl chloride the residue was dissolved in benzene and the solvent removed under reduced pressure to give 3-butyl-benzof... Reactants: CC(CC=O)=C (3-methyl-3-buten-1-al). The solvent is C(C)N(CC)CC (triethylamine). Conditions: temperature 170 celsius. Yields the product CC(CC=O)=C (3-methyl-3-buten-1-al), CC(=CC=O)C (3-methyl-2-buten-1-al). Yield: 98.0%. RXN SMILES: [CH3:1][C:2](=[CH2:6])[CH2:3][CH:4]=[O:5]>C(N(CC)CC)C>[CH3:6][C:2](=[CH2:1])[CH2:3][CH:4]=[O:5].[CH3:1][C:2]([CH3:6])=[CH:3][CH:4]=[O:5]. Procedure details: 0.16 part of triethylamine is added to 81.2 parts of 3-methyl-3-buten-1-al and the mixture is heated in a pressure vessel to 170° C., at 10 bars pressure, in the course of 8 minutes. Immediately after reaching the set temperature, the mixture is again cooled to 50° C. in the course of 5 minutes. Distillation at 100 mm Hg gives 1.6 parts of unconverted 3-methyl-3-buten-1-al and 78.0 parts (98% of theory) of 3-methyl-2-buten-1-al of boiling point 77° C. This corresponds to a conversion of 98 perce...